Task: describe an organic reaction: reactants, conditions, products, and yield. Dataset: the Open Reaction Database (ORD), a public repository of structured organic reaction records Starting materials: C(C)OC1=C(C=CC(=C1)F)C1CCN(CC1)C(=O)OC(C)(C)C (tert-butyl 4-(2-ethoxy-4-fluoro-phenyl)piperidine-1-carboxylate), Cl (HCl). The solvent is C(Cl)Cl (DCM). Run at time 4 hour. The product is Cl.C(C)OC1=C(C=CC(=C1)F)C1CCNCC1 (4-(2-Ethoxy-4-fluorophenyl)piperidine hydrochloride). Isolated yield 85.6%. Reaction SMILES: [CH2:1]([O:3][C:4]1[CH:9]=[C:8]([F:10])[CH:7]=[CH:6][C:5]=1[CH:11]1[CH2:16][CH2:15][N:14](C(OC(C)(C)C)=O)[CH2:13][CH2:12]1)[CH3:2].[ClH:24]>C(Cl)Cl>[ClH:24].[CH2:1]([O:3][C:4]1[CH:9]=[C:8]([F:10])[CH:7]=[CH:6][C:5]=1[CH:11]1[CH2:16][CH2:15][NH:14][CH2:13][CH2:12]1)[CH3:2] |f:3.4|. Procedure details: Dissolve tert-butyl 4-(2-ethoxy-4-fluoro-phenyl)piperidine-1-carboxylate (3.5 g, 10.8 mmol) in DCM (28 mL) and add HCl (4M solution in dioxanes, 27 mL, 108.2 mmol). Stir at ambient temperature for 4 hours, and then concentrate to dryness under vacuum. Triturate with diethyl ether to give a racemic mixture of the title compound as a white solid (2.4 g, 85.4%). MS (m/z): 223 (M-HCl)